Dataset: the Open Reaction Database (ORD), a public repository of structured organic reaction records. Task: describe an organic reaction: reactants, conditions, products, and yield Reported procedure: A sealed tube was charged with a stir bar, 4-[5-(3-amino-5-methylphenyl)-1,3-thiazol-2-yl]-1,4-diazepan-2-one (100 mg, 0.331 mmol), 2,5-dichloropyrimidine (49.3 mg, 0.331 mmol), potassium carbonate (91 mg, 0.661 mmol), Pd2 dba3 (30.3 mg, 0.033 mmol), and XPhos (79 mg, 0.165 mmol). The tube was evacuated and backfilled with argon three times. Fully degassed t-amyl alcohol (1.1 ml) was added, the tube was sealed and heated at 90° C. for overnight. The slurry was then cooled to room temperature, di... Starting materials: NC=1C=C(C=C(C1)C)C1=CN=C(S1)N1CC(NCCC1)=O (4-[5-(3-amino-5-methylphenyl)-1,3-thiazol-2-yl]-1,4-diazepan-2-one), CC(C)C1=CC(=C(C(=C1)C(C)C)C2=C(C=CC=C2)P(C3CCCCC3)C4CCCCC4)C(C)C (XPhos), ClC1=NC=C(C=N1)Cl (2,5-dichloropyrimidine), C([O-])([O-])=O.[K+].[K+] (potassium carbonate). Reaction conditions: temperature 90 celsius. Reaction SMILES: [NH2:1][C:2]1[CH:3]=[C:4]([C:9]2[S:13][C:12]([N:14]3[CH2:20][CH2:19][CH2:18][NH:17][C:16](=[O:21])[CH2:15]3)=[N:11][CH:10]=2)[CH:5]=[C:6]([CH3:8])[CH:7]=1.Cl[C:23]1[N:28]=[CH:27][C:26]([Cl:29])=[CH:25][N:24]=1.C(=O)([O-])[O-].[K+].[K+].CC(C1C=C(C(C)C)C(C2C=CC=CC=2P(C2CCCCC2)C2CCCCC2)=C(C(C)C)C=1)C>C1C=CC(/C=C/C(/C=C/C2C=CC=CC=2)=O)=CC=1.C1C=CC(/C=C/C(/C=C/C2C=CC=CC=2)=O)=CC=1.C1C=CC(/C=C/C(/C=C/C2C=CC=CC=2)=O)=CC=1.[Pd].[Pd]>[Cl:29][C:26]1[CH:25]=[N:24][C:23]([NH:1][C:2]2[CH:3]=[C:4]([C:9]3[S:13][C:12]([N:14]4[CH2:20][CH2:19][CH2:18][NH:17][C:16](=[O:21])[CH2:15]4)=[N:11][CH:10]=3)[CH:5]=[C:6]([CH3:8])[CH:7]=2)=[N:28][CH:27]=1 |f:2.3.4,6.7.8.9.10|. Yields the product ClC=1C=NC(=NC1)NC=1C=C(C=C(C1)C)C1=CN=C(S1)N1CC(NCCC1)=O (4-(5-{3-[(5-chloropyrimidin-2-yl)amino]-5-methylphenyl}-1,3-thiazol-2-yl)-1,4-diazepan-2-one). Isolated yield 48.0%. The reagents and catalysts are C=1C=CC(=CC1)/C=C/C(=O)/C=C/C2=CC=CC=C2.C=1C=CC(=CC1)/C=C/C(=O)/C=C/C2=CC=CC=C2.C=1C=CC(=CC1)/C=C/C(=O)/C=C/C2=CC=CC=C2.[Pd].[Pd] (Pd2 dba3). The reactants are C(\C=C\C(=O)O)(=O)OC (methyl hydrogen fumarate), C(O)([O-])=O.[Cs+] (cesium hydrogen carbonate), C(\C=C\C(=O)OC)(=O)OCCCl (chloroethyl methyl (2E)but-2-ene-1,4-dioate). Solvent: CN1CCCC1=O (NMP). Yields the product C(\C=C\C(=O)OC)(=O)OCCOC(\C=C\C(=O)OC)=O ([(2E)-3-(Methoxycarbonyl)prop-2-enoyloxy]ethyl methyl (2E)but-2-ene-1,4-dioate). Isolated yield 17.0%. Reaction SMILES: [C:1]([O:8][CH3:9])(=[O:7])/[CH:2]=[CH:3]/[C:4]([OH:6])=[O:5].C(=O)([O-])O.[Cs+].[C:15]([O:23][CH2:24][CH2:25]Cl)(=[O:22])/[CH:16]=[CH:17]/[C:18]([O:20][CH3:21])=[O:19]>CN1C(=O)CCC1>[C:4]([O:6][CH2:25][CH2:24][O:23][C:15](=[O:22])/[CH:16]=[CH:17]/[C:18]([O:20][CH3:21])=[O:19])(=[O:5])/[CH:3]=[CH:2]/[C:1]([O:8][CH3:9])=[O:7] |f:1.2|. Procedure details: Following general procedure A, methyl hydrogen fumarate (0.22 g, 1.7 mmol) in NMP (4 mL) was reacted with CsHCO3 (0.38 g, 1.9 mmol) and chloroethyl methyl (2E)but-2-ene-1,4-dioate (0.27 g, 1.4 mmol) to afford 0.068 g (17% yield) of the title compound (45) after purification by silica gel flash chromatography (Biotage) using a mixture of ethyl acetate (EtOAc) and hexanes (1:3). 1H NMR (CDCl3, 400 MHz): δ 7.03 (q, J=5.2 Hz, 1H), 6.90 (d, J=16.0 Hz, 1H), 6.82 (d, J=16.0 Hz, 1H), 3.82 (s, 3H), 1.60 ... Starting materials: C(C1=CC=CC=C1)OC=1C(=CC2=C(C3CC4=C(CN3CC2)C(=C(C=C4Cl)OC)OC(C4=CC=CC=C4)=O)C1)OC (2-benzyloxy-3,10-dimethoxy-9-benzoyloxy-12-chloro-5,8,13,13a-tetrahydro-6H-dibenzo[a,g]quinolizine). Reagents/catalysts: [Ni] (Ni). Solvent: CO (CH3OH). Run at time 1 hour. Yields the product OC=1C(=CC2=C(C3CC4=C(CN3CC2)C(=C(C=C4Cl)OC)OC(C4=CC=CC=C4)=O)C1)OC (2-hydroxy-3,10-dimethoxy-9-benzoyloxy-12-chloro-5,8,13,13a-tetrahydro-6H-dibenzo[a,g]quinolizine). Isolated yield 26.7%. RXN SMILES: C([O:8][C:9]1[C:10]([O:39][CH3:40])=[CH:11][C:12]2[CH2:21][CH2:20][N:19]3[CH:14]([CH2:15][C:16]4[C:25]([Cl:26])=[CH:24][C:23]([O:27][CH3:28])=[C:22]([O:29][C:30](=[O:37])[C:31]5[CH:36]=[CH:35][CH:34]=[CH:33][CH:32]=5)[C:17]=4[CH2:18]3)[C:13]=2[CH:38]=1)C1C=CC=CC=1>[Ni].CO>[OH:8][C:9]1[C:10]([O:39][CH3:40])=[CH:11][C:12]2[CH2:21][CH2:20][N:19]3[CH:14]([CH2:15][C:16]4[C:25]([Cl:26])=[CH:24][C:23]([O:27][CH3:28])=[C:22]([O:29][C:30](=[O:37])[C:31]5[CH:32]=[CH:33][CH:34]=[CH:35][CH:36]=5)[C:17]=4[CH2:18]3)[C:13]=2[CH:38]=1. Procedure details: A product obtained in Example 3 (0.183 g, 0.33 mmol) was add CH3OH (15 ml) and Raney-Ni. The mixture was hydrogenated at room temperature for 1 hours. The mixture was filtered, and the filtrate was concentrated to give the product as yellow-green solide (0.16 g). The solide was recrystallized with ethyl acetate/petroleum ether to give pale yellow powder (0.041 g, 26.7%). mp 162˜164° C. 1HNMR (CDCl3) δ: 2.57˜2.71 (3H, m, CH2), 3.08˜3.12 (2H, m, CH2), 3.36˜3.58 (3H, m, CH2 and N—CH), 3.79 (3H, s, ... The reactants are C1(=CC=CC=C1)C1=NN2C(C=C(C=C2N)C2=CC=NC=C2)=N1 (2-phenyl-7-pyridin-4-yl-[1,2,4]triazolo[1,5-a]pyridin-5-ylamine), ClC=1C=C(C=CC1)CC(=O)Cl (3-chlorophenylacetyl chloride). Yields the product ClC=1C=C(C=CC1)CC(=O)NC1=CC(=CC=2N1N=C(N2)C2=CC=CC=C2)C2=CC=NC=C2 (2-(3-Chloro-phenyl)-N-(2-phenyl-7-pyridin-4-yl-[1,2,4]triazolo[1,5-a]pyridin-5-yl)-acetamide). Procedure details: The title compound, MS m/e (%): 440 (M+H+, 100), was prepared in accordance with the general method of example 31 from 2-phenyl-7-pyridin-4-yl-[1,2,4]triazolo[1,5-a]pyridin-5-ylamine and 3-chlorophenylacetyl chloride. Reaction SMILES: [C:1]1([C:7]2[N:22]=[C:10]3[CH:11]=[C:12]([C:16]4[CH:21]=[CH:20][N:19]=[CH:18][CH:17]=4)[CH:13]=[C:14]([NH2:15])[N:9]3[N:8]=2)[CH:6]=[CH:5][CH:4]=[CH:3][CH:2]=1.[Cl:23][C:24]1[CH:25]=[C:26]([CH2:30][C:31](Cl)=[O:32])[CH:27]=[CH:28][CH:29]=1>>[Cl:23][C:24]1[CH:25]=[C:26]([CH2:30][C:31]([NH:15][C:14]2[N:9]3[N:8]=[C:7]([C:1]4[CH:2]=[CH:3][CH:4]=[CH:5][CH:6]=4)[N:22]=[C:10]3[CH:11]=[C:12]([C:16]3[CH:21]=[CH:20][N:19]=[CH:18][CH:17]=3)[CH:13]=2)=[O:32])[CH:27]=[CH:28][CH:29]=1.